From a dataset of the Open Reaction Database (ORD), a public repository of structured organic reaction records. describe an organic reaction: reactants, conditions, products, and yield Starting materials: CC(C)(C)OC(=O)COc1cccc(CN(Cc2ccc(-c3nccs3)cc2)S(=O)(=O)c2ccc(Cl)cc2)c1, C1COCCO1. Product: O=C(O)COc1cccc(CN(Cc2ccc(-c3nccs3)cc2)S(=O)(=O)c2ccc(Cl)cc2)c1. RXN SMILES: [C:1]([CH3:2])([CH3:3])([CH3:4])[O:5][C:6]([CH2:7][O:8][c:9]1[cH:10][c:11]([CH2:15][N:16]([CH2:17][c:18]2[cH:19][cH:20][c:21](-[c:24]3[s:25][cH:26][cH:27][n:28]3)[cH:22][cH:23]2)[S:29](=[O:30])(=[O:31])[c:32]2[cH:33][cH:34][c:35]([Cl:38])[cH:36][cH:37]2)[cH:12][cH:13][cH:14]1)=[O:39].[O:40]1[CH2:41][CH2:42][O:43][CH2:44][CH2:45]1>>[O:5]=[C:6]([CH2:7][O:8][c:9]1[cH:10][c:11]([CH2:15][N:16]([CH2:17][c:18]2[cH:19][cH:20][c:21](-[c:24]3[s:25][cH:26][cH:27][n:28]3)[cH:22][cH:23]2)[S:29](=[O:30])(=[O:31])[c:32]2[cH:33][cH:34][c:35]([Cl:38])[cH:36][cH:37]2)[cH:12][cH:13][cH:14]1)[OH:39]. The reactants are C([O-])(O)=O.[Na+] (sodium bicarbonate), [C@@H]1([C@H](O)[C@H](O)[C@@H](CO)O1)N1C(=O)NC(=O)C=C1 (uridine), C(C)OCC (diethyl ether). Solvent: CN(P(=O)(N(C)C)N(C)C)C (hexamethylphosphoramide). Reaction conditions: temperature 135 celsius. Product: C1=CN2[C@H]3[C@H]([C@@H]([C@H](O3)CO)O)OC2=NC1=O (2,2′-anhydrouridine). Yield: 91.8%. Reaction SMILES: [C@@H:1]1([N:10]2[CH:17]=[CH:16][C:14](=[O:15])[NH:13][C:11]2=[O:12])[O:9][C@H:6]([CH2:7][OH:8])[C@@H:4]([OH:5])[C@H:2]1O.C(=O)(O)[O-].[Na+].C(OCC)C>CN(C)P(N(C)C)(N(C)C)=O>[CH:16]1[C:14](=[O:15])[N:13]=[C:11]2[N:10]([C@@H:1]3[O:9][C@H:6]([CH2:7][OH:8])[C@@H:4]([OH:5])[C@@H:2]3[O:12]2)[CH:17]=1 |f:1.2|. Procedure: To a suspension of uridine (200 g, 819 mmoles) in hexamethylphosphoramide (HMPA) (400 ml) was added sodium bicarbonate (5.3 g, 63.1 mmoles, 0.077 equivalents (eq.)) and diphenyl carbones (228.1 g, 1064.7 mmoles, 1.3 eq.). The mixture was heated to 135° C. for 11 h. After cooling to room temperature, diethyl ether (2 l) was added and the precipitate was filtered off. The solid was washed three times with ether (3×1l). Water (1 l) was added to the filtrate, the aqueous layer was separated and extr... Starting materials: O=[N+]([O-])c1cc(C(O)CBr)ccc1OCc1ccccc1, C1CCOC1, CC(=O)OC(C)=O, Cc1ccccc1, O=CO, [H][H]. As a reaction SMILES: [CH2:1]([c:2]1[cH:3][cH:4][cH:5][cH:6][cH:7]1)[O:8][c:9]1[c:10]([N+:19]([O-:20])=[O:21])[cH:11][c:12]([CH:15]([CH2:16][Br:17])[OH:18])[cH:13][cH:14]1.[CH2:34]1[O:35][CH2:36][CH2:37][CH2:38]1.[CH3:27][C:28]([O:29][C:30](=[O:31])[CH3:32])=[O:33].[CH3:39][c:40]1[cH:41][cH:42][cH:43][cH:44][cH:45]1.[CH:24](=[O:25])[OH:26].[H:22][H:23]>>[CH2:1]([c:2]1[cH:3][cH:4][cH:5][cH:6][cH:7]1)[O:8][c:9]1[c:10]([NH:19][CH:24]=[O:25])[cH:11][c:12]([CH:15]([CH2:16][Br:17])[OH:18])[cH:13][cH:14]1. The product is O=CNc1cc(C(O)CBr)ccc1OCc1ccccc1. Reactants: OC1=C(C(=O)OC)C=CC(=C1)O (Methyl 2,4-dihydroxybenzoate), Cl (HCl), C(=O)([O-])[O-].[K+].[K+] (K2CO3), C(C=C)Br (allyl bromide). Solvent: CC(=O)C (acetone). Conditions: temperature 60 celsius. The product is COC(C1=C(C=CC(=C1)OCC=C)O)=O (5-allyloxy-2-hydroxy-benzoic acid methyl ester), crude yellow oil. Yield: 57.0%. Reaction SMILES: [OH:1][C:2]1[CH:11]=[C:10](O)[CH:9]=[CH:8][C:3]=1[C:4]([O:6][CH3:7])=[O:5].[C:13]([O-:16])([O-])=O.[K+].[K+].[CH2:19](Br)[CH:20]=C.Cl>CC(C)=O>[CH3:7][O:6][C:4](=[O:5])[C:3]1[CH:8]=[C:9]([O:16][CH2:13][CH:19]=[CH2:20])[CH:10]=[CH:11][C:2]=1[OH:1] |f:1.2.3|. Procedure details: Methyl 2,4-dihydroxybenzoate (8.60 g, 51.2 mmol) was dissolved in acetone (125 mL, 0.4 M) then treated with K2CO3 (27.2 g, 196.8 mmol) and allyl bromide (6.0 mL, 8.39 g, 69.3 mmol). The reaction was heated at 60° C. for 20 h then acidified to pH 1–2 with 2 N HCl and extracted with Et2O (4×). The combined extracts were washed with saturated aq NaCl (2×), dried over Na2SO4, filtered and concentrated to give 5-allyloxy-2-hydroxy-benzoic acid methyl ester as a crude yellow oil (6.11 g, 57%): 1H NMR ... Reactants: FC=1C=C(C=C(C1OCC1=CC=CC=C1)F)N1C=CC2=C(C=CC=C12)OCC1=CC=CC=C1 (1-{3,5-difluoro-4-[(phenylmethyl)oxy]phenyl}-4-[(phenylmethyl)oxy]-1H-indole). Reagents/catalysts: [Pd] (palladium on charcoal). The solvent is C(C)(=O)OCC (ethyl acetate). Yields the product FC=1C=C(C=C(C1O)F)N1C=CC=2C(=CC=CC12)O (1-(3,5-difluoro-4-hydroxyphenyl)-1H-indol-4-ol). Isolated yield 34.5%. Reaction SMILES: [F:1][C:2]1[CH:3]=[C:4]([N:17]2[C:25]3[C:20](=[C:21]([O:26]CC4C=CC=CC=4)[CH:22]=[CH:23][CH:24]=3)[CH:19]=[CH:18]2)[CH:5]=[C:6]([F:16])[C:7]=1[O:8]CC1C=CC=CC=1>C(OCC)(=O)C.[Pd]>[F:16][C:6]1[CH:5]=[C:4]([N:17]2[C:25]3[CH:24]=[CH:23][CH:22]=[C:21]([OH:26])[C:20]=3[CH:19]=[CH:18]2)[CH:3]=[C:2]([F:1])[C:7]=1[OH:8]. Procedure details: 1-{3,5-difluoro-4-[(phenylmethyl)oxy]phenyl}-4-[(phenylmethyl)oxy]-1H-indole (D21) (299 mg, 0.678 mmoL) was dissolved in ethyl acetate (10 mL) and was hydrogenated at room temperature and atmospheric pressure in the presence of 10% palladium on charcoal (50% wet) (150 mg). After 21 hours the mixture was filtered and concentrated in vacuo. The crude product was purified by flash chromatography (Biotage SP4) eluting with a gradient of 0 to 100% Et2O in hexane to give the title compound (E11), (61 ... Reactants: CC(=O)O[BH-](OC(C)=O)OC(C)=O, O=C([O-])O, CN1CCNCC1, NC(=O)c1sc(Nc2cc(C=O)ccc2[N+](=O)[O-])nc1-c1ccc(C(F)(F)F)cc1, [Cl-], ClCCl, [NH4+], [Na+], [Na+]. Product: CN1CCN(Cc2ccc([N+](=O)[O-])c(Nc3nc(-c4ccc(C(F)(F)F)cc4)c(C(N)=O)s3)c2)CC1. RXN SMILES: [C:38]([O:39][BH-:40]([O:41][C:42](=[O:43])[CH3:44])[O:45][C:46](=[O:47])[CH3:48])(=[O:49])[CH3:50].[C:54](=[O:55])([OH:56])[O-:57].[CH3:31][N:32]1[CH2:33][CH2:34][NH:35][CH2:36][CH2:37]1.[CH:1](=[O:2])[c:3]1[cH:4][cH:5][c:6]([N+:28](=[O:29])[O-:30])[c:7]([NH:9][c:10]2[s:11][c:12]([C:25](=[O:26])[NH2:27])[c:13](-[c:15]3[cH:16][cH:17][c:18]([C:21]([F:22])([F:23])[F:24])[cH:19][cH:20]3)[n:14]2)[cH:8]1.[Cl-:52].[Cl:59][CH2:60][Cl:61].[NH4+:53].[Na+:51].[Na+:58]>>[CH2:1]([c:3]1[cH:4][cH:5][c:6]([N+:28](=[O:29])[O-:30])[c:7]([NH:9][c:10]2[s:11][c:12]([C:25](=[O:26])[NH2:27])[c:13](-[c:15]3[cH:16][cH:17][c:18]([C:21]([F:22])([F:23])[F:24])[cH:19][cH:20]3)[n:14]2)[cH:8]1)[N:35]1[CH2:34][CH2:33][N:32]([CH3:31])[CH2:37][CH2:36]1.